This data is from the Open Reaction Database (ORD), a public repository of structured organic reaction records. The task is: describe an organic reaction: reactants, conditions, products, and yield The reactants are ClC(Cl)Cl, CS(=O)(=O)Nc1ccc(Sc2cnc(N)s2)cc1, O=C(OO)c1cccc(Cl)c1. Product: CS(=O)(=O)Nc1ccc(S(=O)c2cnc(N)s2)cc1. As a reaction SMILES: [CH:30]([Cl:31])([Cl:32])[Cl:33].[NH2:1][c:2]1[s:3][c:4]([S:7][c:8]2[cH:9][cH:10][c:11]([NH:14][S:15](=[O:16])(=[O:17])[CH3:18])[cH:12][cH:13]2)[cH:5][n:6]1.[OH:19][O:20][C:21]([c:22]1[cH:23][c:24]([Cl:25])[cH:26][cH:27][cH:28]1)=[O:29]>>[NH2:1][c:2]1[s:3][c:4]([S:7]([c:8]2[cH:9][cH:10][c:11]([NH:14][S:15](=[O:16])(=[O:17])[CH3:18])[cH:12][cH:13]2)=[O:19])[cH:5][n:6]1. Starting materials: C(C)(C)(C)OC(=O)NC=1C=C(C=NC1)C=1C=2N(N=C(C1CCCCC(=O)OCC)C)C(=CC2)CC (ethyl 5-(4-{5-[(tert-butoxycarbonyl)amino]-3-pyridinyl}-7-ethyl-2-methylpyrrolo[1,2-b]pyridazin-3-yl)pentanoate). Run in C(C)OC(C)=O.Cl (hydrogen chloride ethyl acetate). Yields the product NC=1C=C(C=NC1)C=1C=2N(N=C(C1CCCCC(=O)OCC)C)C(=CC2)CC (ethyl 5-[4-(5-amino-3-pyridinyl)-7-ethyl-2-methylpyrrolo[1,2-b]pyridazin-3-yl]pentanoate). Yield: 93.1%. RXN SMILES: C(OC([NH:8][C:9]1[CH:10]=[C:11]([C:15]2[C:16]3[N:17]([C:31]([CH2:34][CH3:35])=[CH:32][CH:33]=3)[N:18]=[C:19]([CH3:30])[C:20]=2[CH2:21][CH2:22][CH2:23][CH2:24][C:25]([O:27][CH2:28][CH3:29])=[O:26])[CH:12]=[N:13][CH:14]=1)=O)(C)(C)C>C(OC(=O)C)C.Cl>[NH2:8][C:9]1[CH:10]=[C:11]([C:15]2[C:16]3[N:17]([C:31]([CH2:34][CH3:35])=[CH:32][CH:33]=3)[N:18]=[C:19]([CH3:30])[C:20]=2[CH2:21][CH2:22][CH2:23][CH2:24][C:25]([O:27][CH2:28][CH3:29])=[O:26])[CH:12]=[N:13][CH:14]=1 |f:1.2|. Procedure: A solution of ethyl 5-(4-{5-[(tert-butoxycarbonyl)amino]-3-pyridinyl}-7-ethyl-2-methylpyrrolo[1,2-b]pyridazin-3-yl)pentanoate (190 mg) in 2 N hydrogen chloride ethyl acetate solution (4 mL) was stirred at ambient temperature for 2 hours. After evaporation of solvent, the residue was partitioned between ethyl acetate and saturated sodium bicarbonate solution. The organic layer was separated, washed with brine, dried over magnesium sulfate, and evaporated in vacuo. The residue was purified by sili... Yields the product O=C(O)c1c(C(F)(F)F)cc(Cl)nc1Cl. As a reaction SMILES: [Cl:5][c:6]1[c:7]([C:8](=[O:9])[NH2:10])[c:11]([C:16]([F:17])([F:18])[F:19])[cH:12][c:13]([Cl:15])[n:14]1.[N:1](=[O:2])[O-:3].[Na+:4].[OH2:20].[S:21](=[O:22])(=[O:23])([OH:24])[OH:25]>>[OH:2][C:8]([c:7]1[c:6]([Cl:5])[n:14][c:13]([Cl:15])[cH:12][c:11]1[C:16]([F:17])([F:18])[F:19])=[O:9]. Starting materials: NC(=O)c1c(C(F)(F)F)cc(Cl)nc1Cl, O=N[O-], [Na+], O, O=S(=O)(O)O. Reactants: ClCCl, C=C(C(=O)OC)c1ccccc1, O=C(OO)c1cccc(Cl)c1. Yields the product COC(=O)C1(c2ccccc2)CO1. Reaction SMILES: [CH2:24]([Cl:25])[Cl:26].[CH3:1][O:2][C:3]([C:4](=[CH2:5])[c:6]1[cH:7][cH:8][cH:9][cH:10][cH:11]1)=[O:12].[OH:13][O:14][C:15]([c:16]1[cH:17][c:18]([Cl:19])[cH:20][cH:21][cH:22]1)=[O:23]>>[CH3:1][O:2][C:3]([C:4]1([c:6]2[cH:7][cH:8][cH:9][cH:10][cH:11]2)[CH2:5][O:13]1)=[O:12].